Dataset: the Open Reaction Database (ORD), a public repository of structured organic reaction records. Task: describe an organic reaction: reactants, conditions, products, and yield The reactants are C(C)(C)(C)OC(C1=CC(=C(C=C1)C#CC1CC1)Cl)=O (3-chloro-4-cyclopropylethynyl-benzoic acid tert-butyl ester), Cl.N(N)C1=CC=NC=C1 (4-hydrazinopyridine hydrochloride), C(=O)([O-])[O-].[Cs+].[Cs+] (Cs2CO3). RXN SMILES: [C:1]([O:5][C:6](=[O:19])[C:7]1[CH:12]=[CH:11][C:10]([C:13]#[C:14][CH:15]2[CH2:17][CH2:16]2)=[C:9](Cl)[CH:8]=1)([CH3:4])([CH3:3])[CH3:2].Cl.[NH:21]([C:23]1[CH:28]=[CH:27][N:26]=[CH:25][CH:24]=1)[NH2:22].C([O-])([O-])=O.[Cs+].[Cs+]>>[C:1]([O:5][C:6]([C:7]1[CH:12]=[CH:11][C:10]2[C:9]([CH:8]=1)=[N:22][N:21]([C:23]1[CH:28]=[CH:27][N:26]=[CH:25][CH:24]=1)[C:13]=2[CH2:14][CH:15]1[CH2:17][CH2:16]1)=[O:19])([CH3:4])([CH3:3])[CH3:2] |f:1.2,3.4.5|. Procedure: The reaction was performed according to example 1 using 138.4 mg 3-chloro-4-cyclopropylethynyl-benzoic acid tert-butyl ester, 101.9 mg 4-hydrazinopyridine hydrochloride (1.4 equiv.) and 456.2 mg Cs2CO3 (2.8 equiv.) with a reaction time of 4 hours at 110° C. This afforded 73.0 mg (42%) of the title compound. 1H-NMR (DMSO-d6) δ 0.14-0.18 (m, 2H), 0.40-0.45 (m, 2H), 0.91-1.00 (m, 1H), 1.59 (s, 9H), 3.16 (d, 2H, J=6.8 Hz), 7.54 (dd, 1H, J=8.9, 1.3 Hz), 7.81 (dd, 2H, J=4.5, 1.6 Hz), 7.99 (dd, 1H, J=8... The product is C(C)(C)(C)OC(=O)C=1C=CC2=C(N(N=C2C1)C1=CC=NC=C1)CC1CC1 (3-Cyclopropylmethyl-2-pyridin-4-yl-2H-indazole-6-carboxylic acid tert-butyl ester). Isolated yield 41.8%. The reactants are [H-].[Na+] (sodium hydride), ClC1=NC=CC=C1[N+](=O)[O-] (2-chloro-3-nitropyridine), C1(=CC=CC=C1)O (phenol), CN(C=O)C (dimethylformamide). The solvent is O (water). Conditions: temperature 25 celsius, time 3 hour. Yields the product [N+](=O)([O-])C=1C(=NC=CC1)OC1=CC=CC=C1 (3-Nitro-2-phenoxypyridine). Isolated yield 12.2%. As a reaction SMILES: [H-].[Na+].[C:3]1([OH:9])[CH:8]=[CH:7][CH:6]=[CH:5][CH:4]=1.CN(C)C=O.Cl[C:16]1[C:21]([N+:22]([O-:24])=[O:23])=[CH:20][CH:19]=[CH:18][N:17]=1>O>[N+:22]([C:21]1[C:16]([O:9][C:3]2[CH:8]=[CH:7][CH:6]=[CH:5][CH:4]=2)=[N:17][CH:18]=[CH:19][CH:20]=1)([O-:24])=[O:23] |f:0.1|. Procedure: 3.6 g (150 mmol) of sodium hydride were added, a little at a time, to a mixture of 12 g (128 mmol) of phenol and 100 ml of dimethylformamide. After the evolution of gas had ceased, the resulting mixture was treated with 18 g (114 mmol) of 2-chloro-3-nitropyridine. After the reaction mixture had been stirred at room temperature (approximately 25° C.) for 3 hours, it was treated with water. Following extraction with tert-butyl methyl ether, washing and drying the organic phase and removal of the s... The reactants are CCCCCCN1CCC(c2cccc(NC(=O)C(C)(C)O)c2)CC1, Cl, C1COCCO1, O. The product is CCCCCCN1CCC(c2cccc(N)c2)CC1. As a reaction SMILES: [CH2:1]([CH2:2][CH2:3][CH2:4][CH2:5][CH3:6])[N:7]1[CH2:8][CH2:9][CH:10]([c:13]2[cH:14][c:15]([NH:19][C:20](=[O:21])[C:22]([OH:23])([CH3:24])[CH3:25])[cH:16][cH:17][cH:18]2)[CH2:11][CH2:12]1.[ClH:26].[O:27]1[CH2:28][CH2:29][O:30][CH2:31][CH2:32]1.[OH2:33]>>[CH2:1]([CH2:2][CH2:3][CH2:4][CH2:5][CH3:6])[N:7]1[CH2:8][CH2:9][CH:10]([c:13]2[cH:14][c:15]([NH2:19])[cH:16][cH:17][cH:18]2)[CH2:11][CH2:12]1. Reactants: polyvinyl alcohol, CCC=1C=CC(=NC1)CCOC=2C=CC(=CC2)CC3C(=O)NC(=O)S3.Cl (pioglitazone hydrochloride). Solvent: CO (methanol), C(C(O)C)(=O)O.C(CO)(=O)O (lactic acid glycolic acid), CC(=O)C (acetone). Product: CCC=1C=CC(=NC1)CCOC=2C=CC(=CC2)CC3C(=O)NC(=O)S3 (pioglitazone). As a reaction SMILES: [CH3:1][CH2:2][C:3]1[CH:4]=[CH:5][C:6]([CH2:9][CH2:10][O:11][C:12]2[CH:13]=[CH:14][C:15]([CH2:18][CH:19]3[S:25][C:23](=[O:24])[NH:22][C:20]3=[O:21])=[CH:16][CH:17]=2)=[N:7][CH:8]=1.Cl>C(O)(=O)C(C)O.C(O)(=O)CO.CC(C)=O.CO>[CH3:1][CH2:2][C:3]1[CH:4]=[CH:5][C:6]([CH2:9][CH2:10][O:11][C:12]2[CH:13]=[CH:14][C:15]([CH2:18][CH:19]3[S:25][C:23](=[O:24])[NH:22][C:20]3=[O:21])=[CH:16][CH:17]=2)=[N:7][CH:8]=1 |f:0.1,2.3|. Procedure details: An aqueous solution of 0.5 wt % polyvinyl alcohol (Gosenol EG-05 (registered trademark), manufactured by The Nippon Synthetic Chemical Industry Co., Ltd.) was prepared and used as a poor solvent. In addition, lactic acid-glycolic acid copolymer (PLGA7520, lactic acid/glycolic acid=75/25, weight average molecular weight 20,000, Wako Pure Chemical Industries, Ltd.) (1 g) was dissolved in acetone (40 mL) and mixed with pioglitazone hydrochloride (40 mg) in methanol (20 mL), and the mixture was used... Reactants: [Br-], O=C1c2ccccc2C(=O)N1c1ccc(CBr)cc1, CC(C)(C)c1ccc(CN2CCNC2=O)cc1, Cl, [H-], [Na+], CN(C)C=O, O. Yields the product CC(C)(C)c1ccc(CN2CCN(Cc3ccc(N4C(=O)c5ccccc5C4=O)cc3)C2=O)cc1. Reaction SMILES: [Br-:39].[Br:20][CH2:21][c:22]1[cH:23][cH:24][c:25]([N:28]2[C:29](=[O:38])[c:30]3[cH:31][cH:32][cH:33][cH:34][c:35]3[C:36]2=[O:37])[cH:26][cH:27]1.[C:3]([CH3:4])([CH3:5])([CH3:6])[c:7]1[cH:8][cH:9][c:10]([CH2:11][N:12]2[C:13](=[O:17])[NH:14][CH2:15][CH2:16]2)[cH:18][cH:19]1.[ClH:40].[H-:1].[Na+:2].[O:42]=[CH:43][N:44]([CH3:45])[CH3:46].[OH2:41]>>[C:3]([CH3:4])([CH3:5])([CH3:6])[c:7]1[cH:8][cH:9][c:10]([CH2:11][N:12]2[C:13](=[O:17])[N:14]([CH2:21][c:22]3[cH:23][cH:24][c:25]([N:28]4[C:29](=[O:38])[c:30]5[cH:31][cH:32][cH:33][cH:34][c:35]5[C:36]4=[O:37])[cH:26][cH:27]3)[CH2:15][CH2:16]2)[cH:18][cH:19]1.